This data is from the Open Reaction Database (ORD), a public repository of structured organic reaction records. The task is: describe an organic reaction: reactants, conditions, products, and yield The reactants are OC1=C(C(NC2=CC(=CN=C12)CC1=CC=CC=C1)=O)C(=O)OCC (ethyl 4-hydroxy-2-oxo-7-(phenylmethyl)-1,2-dihydro-1,5-naphthyridine-3-carboxylate), C1(CCCCC1)N (cyclohexylamine). Product: C1(CCCCC1)NC(=O)C=1C(NC2=CC(=CN=C2C1O)CC1=CC=CC=C1)=O (N-Cyclohexyl-4-hydroxy-2-oxo-7-(phenylmethyl)-1,2-dihydro-1,5-naphthyridine-3-carboxamide). RXN SMILES: [OH:1][C:2]1[C:11]2[C:6](=[CH:7][C:8]([CH2:12][C:13]3[CH:18]=[CH:17][CH:16]=[CH:15][CH:14]=3)=[CH:9][N:10]=2)[NH:5][C:4](=[O:19])[C:3]=1[C:20](OCC)=[O:21].[CH:25]1([NH2:31])[CH2:30][CH2:29][CH2:28][CH2:27][CH2:26]1>>[CH:25]1([NH:31][C:20]([C:3]2[C:4](=[O:19])[NH:5][C:6]3[C:11]([C:2]=2[OH:1])=[N:10][CH:9]=[C:8]([CH2:12][C:13]2[CH:14]=[CH:15][CH:16]=[CH:17][CH:18]=2)[CH:7]=3)=[O:21])[CH2:30][CH2:29][CH2:28][CH2:27][CH2:26]1. Procedure details: This compound was prepared from ethyl 4-hydroxy-2-oxo-7-(phenylmethyl)-1,2-dihydro-1,5-naphthyridine-3-carboxylate and cyclohexylamine employing methods similar to those described in Example 2 and was obtained as a white solid: 1H NMR (d6-DMSO) δ 11.85 (1H, br), 10.60 (1H, br), 8.33 (1H, br), 7.39 (1H, s), 7.35-7.22 (5H, m), 4.05 (2H, br s), 3.82 (1H, m), 1.85 (2H, m), 1.67 (2H, m), 1.56 (1H, m), 1.38-1.27 (5H, m); HRMS calcd for C22H23N3O3+H+: 378.1810. Found: 378.1822. Starting materials: BrBr (Br2), CC1=C2C=CNC(C2=CC=C1)=O (5-methylisoquinolin-1(2H)-one), CCOCC (Et2O). The solvent is C(Cl)Cl (CH2Cl2). Product: BrC1=CNC(C2=CC=CC(=C12)C)=O (4-Bromo-5-methylisoquinolin-1(2H)-one). The yield is 66.7%. Reaction SMILES: [CH3:1][C:2]1[CH:11]=[CH:10][CH:9]=[C:8]2[C:3]=1[CH:4]=[CH:5][NH:6][C:7]2=[O:12].[Br:13]Br.CCOCC>C(Cl)Cl>[Br:13][C:4]1[C:3]2[C:8](=[CH:9][CH:10]=[CH:11][C:2]=2[CH3:1])[C:7](=[O:12])[NH:6][CH:5]=1. Procedure: To a stirred solution of 5-methylisoquinolin-1(2H)-one (Intermediate-3) (10 g, 63 mmol) in CH2Cl2 (100 mL) was added, Br2 (11.1 g, 69.3 mmol) drop wise and the mixture was stirred at RT (room temperature) overnight. Et2O (200 mL) was added to it, stirred for few min after which, a yellow solid precipitated out. It was filtered, washed with MeOH (10 mL), and dried to give desired intermediate (10 g, 67%) as white solid. The reactants are 7,10-dimethoxy-10-deacetylbaccatin, CN(C1=CC=CC2=CC=CC(=C12)N(C)C)C (1,8-bis(dimethylamino)naphthalene), F[B-](F)(F)F.C[O+](C)C (trimethyloxonium tetrafluoroborate), CC1=C2[C@H](C(=O)[C@@]3([C@H](C[C@@H]4[C@]([C@H]3[C@@H]([C@@](C2(C)C)(C[C@@H]1O)O)OC(=O)C=5C=CC=CC5)(CO4)OC(=O)C)O)C)O (10-deacetylbaccatin III). Solvent: ClCCl (dichloromethane). Conditions: time 24 hour. Yields the product F[B-](F)(F)F.C[O+](C)C.CN(C1=CC=CC2=CC=CC(=C12)N(C)C)C (Trimethyloxonium tetrafluoroborate 1,8-bis(dimethylamino)naphthalene). The yield is 17.0%. Reaction SMILES: [CH3:1][N:2]([CH3:16])[C:3]1[C:12]2[C:7](=[CH:8][CH:9]=[CH:10][C:11]=2[N:13]([CH3:15])[CH3:14])[CH:6]=[CH:5][CH:4]=1.[F:17][B-:18]([F:21])([F:20])[F:19].[CH3:22][O+:23]([CH3:25])[CH3:24].CC1[C@@H](O)C[C@]2(O)C(C)(C)C=1[C@@H](O)C([C@@]1(C)[C@H]([C@@H]2OC(C2C=CC=CC=2)=O)[C@]2(OC(C)=O)CO[C@@H]2C[C@@H]1O)=O>ClCCl>[F:17][B-:18]([F:21])([F:20])[F:19].[CH3:22][O+:23]([CH3:25])[CH3:24].[CH3:14][N:13]([CH3:15])[C:11]1[C:12]2[C:7](=[CH:6][CH:5]=[CH:4][C:3]=2[N:2]([CH3:16])[CH3:1])[CH:8]=[CH:9][CH:10]=1 |f:1.2,5.6.7|. Reported procedure: 1,8-bis(dimethylamino)naphthalene (514 mg, 2.4 mmol, 12 equiv.), 4 Å molecular sieves (700 mg) and trimethyloxonium tetrafluoroborate (296 mg, 2 mmol, 10 equiv.) are successively added to a suspension of 10-deacetylbaccatin III (109 mg, 0.2 mmol) in dichloromethane (4 ml) at 25° C. After stirring for 24 h at room temperature, HPLC analysis indicates that the reaction mixture contains 7,10-dimethoxy-10-deacetylbaccatin in an assayed yield of 17%. Starting materials: C1CCC2=NCCCN2CC1, Cc1ccc(CN)nc1, COCCOC, Cl, Cl, CS(=O)c1nc(N)nc(-c2ccco2)c1C#N. The product is Cc1ccc(CNc2nc(N)nc(-c3ccco3)c2C#N)nc1. As a reaction SMILES: [CH2:29]1[CH2:30][CH2:31][C:32]2=[N:37][CH2:36][CH2:35][CH2:34][N:33]2[CH2:38][CH2:39]1.[CH3:20][c:21]1[cH:22][cH:23][c:24]([CH2:27][NH2:28])[n:25][cH:26]1.[CH3:40][O:41][CH2:42][CH2:43][O:44][CH3:45].[ClH:18].[ClH:19].[NH2:1][c:2]1[n:3][c:4]([S:15]([CH3:16])=[O:17])[c:5]([C:13]#[N:14])[c:6](-[c:8]2[o:9][cH:10][cH:11][cH:12]2)[n:7]1>>[NH2:1][c:2]1[n:3][c:4]([NH:28][CH2:27][c:24]2[cH:23][cH:22][c:21]([CH3:20])[cH:26][n:25]2)[c:5]([C:13]#[N:14])[c:6](-[c:8]2[o:9][cH:10][cH:11][cH:12]2)[n:7]1. Starting materials: COC1=CC=C(COC(CC2CC=CC(CCC2)=O)C2=C(C=CC=C2)OCOC)C=C1 (5-[2-[(4-Methoxybenzyl)oxy]-2-(2-methoxymethoxy-phenyl)ethyl]-2-cycloocten-1-one), ClC=1C(C(=C(C(C1Cl)=O)C#N)C#N)=O (2,3-dichloro-5,6-dicyano-1,4-benzoquinone). Solvent: ClCCl (dichloromethane), ClCCl (dichloromethane), P(=O)([O-])([O-])[O-] (phosphate). Yields the product OC(CC1CC=CC(CCC1)=O)C1=C(C=CC=C1)OCOC (5-[2-Hydroxy-2-(2-methoxymethoxyphenyl)ethyl]-2-cycloocten-1-one). Isolated yield 81.4%. As a reaction SMILES: COC1C=CC(C[O:8][CH:9]([C:20]2[CH:25]=[CH:24][CH:23]=[CH:22][C:21]=2[O:26][CH2:27][O:28][CH3:29])[CH2:10][CH:11]2[CH2:18][CH2:17][CH2:16][C:15](=[O:19])[CH:14]=[CH:13][CH2:12]2)=CC=1.ClC1C(=O)C(C#N)=C(C#N)C(=O)C=1Cl>ClCCl.P([O-])([O-])([O-])=O>[OH:8][CH:9]([C:20]1[CH:25]=[CH:24][CH:23]=[CH:22][C:21]=1[O:26][CH2:27][O:28][CH3:29])[CH2:10][CH:11]1[CH2:18][CH2:17][CH2:16][C:15](=[O:19])[CH:14]=[CH:13][CH2:12]1. Procedure details: 84 mg of the compound obtained in Example 29 was dissolved in a mixed solvent of 5 ml of dichloromethane and 5 ml of phosphate buffer (pH 6.8). To the resulting solution was added 0.10 g of 2,3-dichloro-5,6-dicyano-1,4-benzoquinone (DDQ). The solution was stirred at room temperature for three and a half hours. The reaction solution was diluted with dichloromethane, washed with a saturated sodium bicarbonate aqueous solution, and dried over anhydrous sodium sulfate. Then, the solvent was evaporat... Reactants: Cl (hydrochloric acid), aqueous solution, [OH-].[Na+] (sodium hydroxide), N1=CC(=CC=C1)C(CN1C=NC=C1)SC1=CC=C(C(=O)OC)C=C1 (Methyl 4-[1-(3-pyridyl)-2-(imidazol-1-yl)ethylthio]-benzoate). The solvent is CO (methanol). Run at temperature 40 celsius, time 5 hour. The product is N1=CC(=CC=C1)C(CN1C=NC=C1)SC1=CC=C(C(=O)O)C=C1 (4-[1-(3-Pyridyl)-2-(imidazol-1-yl)ethylthio]benzoic acid). Yield: 55.3%. As a reaction SMILES: [OH-].[Na+].[N:3]1[CH:8]=[CH:7][CH:6]=[C:5]([CH:9]([S:16][C:17]2[CH:26]=[CH:25][C:20]([C:21]([O:23]C)=[O:22])=[CH:19][CH:18]=2)[CH2:10][N:11]2[CH:15]=[CH:14][N:13]=[CH:12]2)[CH:4]=1.Cl>CO>[N:3]1[CH:8]=[CH:7][CH:6]=[C:5]([CH:9]([S:16][C:17]2[CH:26]=[CH:25][C:20]([C:21]([OH:23])=[O:22])=[CH:19][CH:18]=2)[CH2:10][N:11]2[CH:15]=[CH:14][N:13]=[CH:12]2)[CH:4]=1 |f:0.1|. Procedure details: 3.39 ml of a 1N aqueous solution of sodium hydroxide were added to 575 mg of methyl-4-[1-(3-pyridyl)-2-(imidazol-1-yl)ethylthio]benzoate (prepared as described in Example 45) in 7 ml of methanol, and the resulting mixture was stirred at 40° C. for 5 hours. At the end of this time, the resulting mixture was neutralized with 3.39 ml of 1N aqueous hydrochloric acid, and the reaction mixture was treated and purified by the same method as described in Example 34, to give 305 mg of the title compound ... Procedure: A mixture of 1-(6-chloropyridazin-3-yl)hydrazine (0.372 g, 2.57 mmol), 1-hydroxy-7-aza-benzotriazole (0.350 g, 2.57 mmol), EDC (0.641 g, 3.34 mmol), 2-(7-methoxyquinolin-4-yloxy)acetic acid (0.600 g, 2.57 mmol) and diisopropylethylamine (1.34 ml, 7.72 mmol) in DMF (20 mL) was allowed to stir at 50° C. for 2 h. Concentrated. Reconstitued in MeCN (30 mL). Concentrated with cooling. Product crashed out of solution and was isolated by filtration. Used without further purification. (ESI, pos. ion) m/... The solvent is CN(C)C=O (DMF). Starting materials: ClC1=CC=C(N=N1)NN (1-(6-chloropyridazin-3-yl)hydrazine), ON1N=NC2=C1N=CC=C2 (1-hydroxy-7-aza-benzotriazole), C(CCl)Cl (EDC), COC1=CC=C2C(=CC=NC2=C1)OCC(=O)O (2-(7-methoxyquinolin-4-yloxy)acetic acid), C(C)(C)N(CC)C(C)C (diisopropylethylamine). Reaction conditions: temperature 50 celsius, time 2 hour. Product: ClC1=CC=C(N=N1)NNC(COC1=CC=NC2=CC(=CC=C12)OC)=O (N′-(6-chloropyridazin-3-yl)-2-(7-methoxyquinolin-4-yloxy)acetohydrazide). RXN SMILES: [Cl:1][C:2]1[N:7]=[N:6][C:5]([NH:8][NH2:9])=[CH:4][CH:3]=1.ON1C2N=CC=CC=2N=N1.C(Cl)CCl.[CH3:24][O:25][C:26]1[CH:35]=[C:34]2[C:29]([C:30]([O:36][CH2:37][C:38](O)=[O:39])=[CH:31][CH:32]=[N:33]2)=[CH:28][CH:27]=1.C(N(C(C)C)CC)(C)C>CN(C=O)C>[Cl:1][C:2]1[N:7]=[N:6][C:5]([NH:8][NH:9][C:38](=[O:39])[CH2:37][O:36][C:30]2[C:29]3[C:34](=[CH:35][C:26]([O:25][CH3:24])=[CH:27][CH:28]=3)[N:33]=[CH:32][CH:31]=2)=[CH:4][CH:3]=1. Reactants: COC(=O)C1=NN(C(C1)C1=C(C=C(C=C1)Br)F)C1=C(C=CC=C1)Cl (5-(4-bromo-2-fluoro-phenyl)-1-(2-chloro-phenyl)-4,5-dihydro-1H-pyrazole-3-carboxylic acid methyl ester), [OH-].[K+] (potassium hydroxide), CO (methanol). Solvent: O (water). Reaction conditions: temperature 70 celsius, time 2 hour. Product: BrC1=CC(=C(C=C1)C1CC(=NN1C1=C(C=CC=C1)Cl)C(=O)O)F (5-(4-bromo-2-fluoro-phenyl)-1-(2-chloro-phenyl)-4,5-dihydro-1H-pyrazole-3-carboxylic acid). The yield is 89.8%. Reaction SMILES: C[O:2][C:3]([C:5]1[CH2:9][CH:8]([C:10]2[CH:15]=[CH:14][C:13]([Br:16])=[CH:12][C:11]=2[F:17])[N:7]([C:18]2[CH:23]=[CH:22][CH:21]=[CH:20][C:19]=2[Cl:24])[N:6]=1)=[O:4].[OH-].[K+].CO>O>[Br:16][C:13]1[CH:14]=[CH:15][C:10]([CH:8]2[N:7]([C:18]3[CH:23]=[CH:22][CH:21]=[CH:20][C:19]=3[Cl:24])[N:6]=[C:5]([C:3]([OH:4])=[O:2])[CH2:9]2)=[C:11]([F:17])[CH:12]=1 |f:1.2|. Procedure details: 5-(4-Bromo-2-fluoro-phenyl)-1-(2-chloro-phenyl)-4,5-dihydro-1H-pyrazole-3-carboxylic acid methyl ester (3.0 g, 7.0 mmol) prepared in Step 3 and a solution of potassium hydroxide (790.9 mg, 14.1 mmol) in distilled water (47.0 mL) were added to methanol (47.0 mL). The reaction mixture was stirred at 70° C. for 2 hours and then concentrated under reduced pressure to discard methanol. The resulting residue was washed with diethyl ether, acidified by a 1N hydrochloric acid solution, and then extracte... The reactants are ClC1=CC=C(C=C1)C(CC(C[Si](C)(C)C)O)/C(=C(/CC1=CC(=CC=C1)OC1=CC=CC=C1)\F)/F ((5E )-4-(4-chlorophenyl)-5,6-difluoro-7-(3-phenoxyphenyl)-1-(trimethylsilyl)-5-hepten-2-ol). Reagents/catalysts: O (water). Run in C(C)(=O)O (acetic acid). The product is ClC1=CC=C(C=C1)C(\C(=C(\CC1=CC(=CC=C1)OC1=CC=CC=C1)/F)\F)CC=C (1-[(2E)-4-(4-chlorophenyl)-2,3-difluoro-2,6-hepta-dienyl]-3-phenoxybenzene). Yield: 94.2%. RXN SMILES: [Cl:1][C:2]1[CH:7]=[CH:6][C:5]([CH:8](/[C:17](/[F:34])=[C:18](\[F:33])/[CH2:19][C:20]2[CH:25]=[CH:24][CH:23]=[C:22]([O:26][C:27]3[CH:32]=[CH:31][CH:30]=[CH:29][CH:28]=3)[CH:21]=2)[CH2:9][CH:10](O)[CH2:11][Si](C)(C)C)=[CH:4][CH:3]=1>C(O)(=O)C.O>[Cl:1][C:2]1[CH:3]=[CH:4][C:5]([CH:8]([CH2:9][CH:10]=[CH2:11])/[C:17](/[F:34])=[C:18](\[F:33])/[CH2:19][C:20]2[CH:25]=[CH:24][CH:23]=[C:22]([O:26][C:27]3[CH:32]=[CH:31][CH:30]=[CH:29][CH:28]=3)[CH:21]=2)=[CH:6][CH:7]=1. Procedure details: (5E )-4-(4-chlorophenyl)-5,6-difluoro-7-(3-phenoxyphenyl)-1-(trimethylsilyl)-5-hepten-2-ol (0.194 g, 0.39 mmol) was dissolved in glacial acetic acid (8 ml) containing water (40 drops) and heated at 105° C. to 110° C. for six hours. The reaction mixture was concentrated in vacuo, the residue diluted with saturated aqueous so dium bicarbonate, and extracted with methylene chloride (3×25 ml). The combined organic extracts were washed with water (25 ml), dried over anhydrous sodium sulfate and conce... Starting materials: FC1=C(C(=O)C2=C(C=CC=C2)F)C=CC=C1 (2,2'-difluorobenzophenone), C(C(=O)O)(=O)O (oxalic acid), C(C)(C)(C)N=CC (acetaldehyde N-tert-butylimine), ClP(OCC)(OCC)=O (diethyl chlorophosphonate). Run in CCCCCC (hexane), O1CCCC1 (tetrahydrofurane). Run at temperature 85 celsius. Product: FC1=C(C=CC=C1)C(=CC=O)C1=C(C=CC=C1)F (3,3-bis(2-fluorophenyl)-2-propenal). RXN SMILES: [F:1][C:2]1[CH:16]=[CH:15][CH:14]=[CH:13][C:3]=1[C:4]([C:6]1[CH:11]=[CH:10][CH:9]=[CH:8][C:7]=1[F:12])=O.C(N=CC)(C)(C)C.ClP(=O)(OCC)[O:26][CH2:27][CH3:28].C(O)(=O)C(O)=O>CCCCCC.O1CCCC1>[F:1][C:2]1[CH:16]=[CH:15][CH:14]=[CH:13][C:3]=1[C:4]([C:6]1[CH:11]=[CH:10][CH:9]=[CH:8][C:7]=1[F:12])=[CH:28][CH:27]=[O:26]. Procedure: The compound was prepared according to the procedure described in Example 84. The following reagents were used: 2,2'-difluorobenzophenone (6.0 g) diisopropylamine (28.8 mL) 1.6M n-butyl lithium in hexane (129 mL). acetaldehyde N-tert-butylimine (13.2 mL), diethyl chlorophosphonate (14.85 mL) and tetrahydrofurane (100 mL). The reaction was worked up in the usual manner, with the exception that the oxalic acid catalyzed hydrolysis was slow and it was necessary to heat the mixture to 85° C. for one...